This data is from the Open Reaction Database (ORD), a public repository of structured organic reaction records. The task is: describe an organic reaction: reactants, conditions, products, and yield Starting materials: NC(CO)C1=CC(=CC=C1)Br (2-amino-2-(3-bromophenyl)-1-ethanol), C(C)(C)(C)N=C=S (tert-butyl isothiocyanate). The solvent is petroleum ether, C(C)O (ethanol). Yields the product C(C)(C)(C)NC(=S)NC(CO)C1=CC(=CC=C1)Br (N-(tert-butyl)-N′-[2-hydroxy-1-(3-bromophenyl)ethyl]thiourea). RXN SMILES: [NH2:1][CH:2]([C:5]1[CH:10]=[CH:9][CH:8]=[C:7]([Br:11])[CH:6]=1)[CH2:3][OH:4].[C:12]([N:16]=[C:17]=[S:18])([CH3:15])([CH3:14])[CH3:13]>C(O)C>[C:12]([NH:16][C:17]([NH:1][CH:2]([C:5]1[CH:10]=[CH:9][CH:8]=[C:7]([Br:11])[CH:6]=1)[CH2:3][OH:4])=[S:18])([CH3:15])([CH3:14])[CH3:13]. Procedure: A solution of 3.54 g of 2-amino-2-(3-bromophenyl)-1-ethanol, in 20 cm3 of ethanol containing 0.18 cm3 of tert-butyl isothiocyanate is stirred at a temperature in the region of 20° C. for 5 hours. After concentration of the reaction mass under reduced pressure (5 kPa) at a temperature in the region of 40° C., the residue obtained is taken up in 25 cm3 of petroleum ether. The resulting crystals are spin-filtered, washed with twice 25 cm3 of petroleum ether and then dried under reduced pressure (5 ... The yield is 37.4%. The solvent is CN(C)C=O (DMF). The reactants are BrC=1C=C2C(=CC1)OC(CC21NC(NC1=O)=S)C1=CC=CC=C1 (6-bromo-2-phenyl-2′-thioxospiro[chroman-4,4′-imidazolidin]-5′-one), C(=O)([O-])[O-].[Cs+].[Cs+] (Cs2CO3), FC(S(=O)(=O)OCC(F)(F)F)(F)F (2,2,2-trifluoroethyl trifluoromethanesulfonate). As a reaction SMILES: [Br:1][C:2]1[CH:3]=[C:4]2[C:11]3([C:15](=O)[NH:14][C:13](=[S:17])[NH:12]3)[CH2:10][CH:9]([C:18]3[CH:23]=[CH:22][CH:21]=[CH:20][CH:19]=3)[O:8][C:5]2=[CH:6][CH:7]=1.[C:24]([O-:27])([O-])=O.[Cs+].[Cs+].FC(F)(F)S(O[CH2:36][C:37]([F:40])([F:39])[F:38])(=O)=O>CN(C=O)C>[Br:1][C:2]1[CH:3]=[C:4]2[C:11]3([C:24](=[O:27])[N:14]([CH2:15][C:37]([F:40])([F:39])[F:38])[C:13]([S:17][CH2:36][C:37]([F:40])([F:39])[F:38])=[N:12]3)[CH2:10][CH:9]([C:18]3[CH:23]=[CH:22][CH:21]=[CH:20][CH:19]=3)[O:8][C:5]2=[CH:6][CH:7]=1 |f:1.2.3|. Procedure details: To a solution of 6-bromo-2-phenyl-2′-thioxospiro[chroman-4,4′-imidazolidin]-5′-one (113 mg, 0.29 mmol) in DMF (7 mL) was added Cs2CO3 (190 mg, 0.58 mmol) and 2,2,2-trifluoroethyl trifluoromethanesulfonate (204 mg, 0.87 mmol). After stirring for 2 days, the mixture was extracted from water with EtOAc. The combined organic layers were washed with water and brine, dried and then concentrated to give the residue, which was purified by preparative TLC to give 6-bromo-2-phenyl-1′-(2,2,2-trifluoroethyl... Product: BrC=1C=C2C(=CC1)OC(CC21N=C(N(C1=O)CC(F)(F)F)SCC(F)(F)F)C1=CC=CC=C1 (6-bromo-2-phenyl-1′-(2,2,2-trifluoroethyl)-2′-(2,2,2-trifluoroethylthio)spiro[chroman-4,4′-imidazol]-5′(1′H)-one). Conditions: time 2 day. Reactants: COC1=CC=C(C=C1)C1=C(OC=2N=CN=C(C21)OCC2NCCC2)C2=CC=CC=C2 ((+/−)-5-(4-methoxyphenyl)-6-phenyl-4-(pyrrolidin-2-ylmethoxy)furo[2,3-d]-pyrimidine), CCN(C(C)C)C(C)C (DIEA), [I-].[K+] (potassium iodide), COC(CCCBr)=O (4-bromobutyric acid methyl ester). Run in O (water), C1CCOC1 (THF). Yields the product COC(CCCN1C(CCC1)COC=1C2=C(N=CN1)OC(=C2C2=CC=C(C=C2)OC)C2=CC=CC=C2)=O ((+/−)-4-[2-({[5-(4-Methoxyphenyl)-6-phenylfuro[2,3-d]pyrimidin-4-yl]oxy}methyl)pyrrolidin-1-yl]butanoic acid methyl ester). As a reaction SMILES: [CH3:1][O:2][C:3]1[CH:8]=[CH:7][C:6]([C:9]2[C:17]3[C:16]([O:18][CH2:19][CH:20]4[CH2:24][CH2:23][CH2:22][NH:21]4)=[N:15][CH:14]=[N:13][C:12]=3[O:11][C:10]=2[C:25]2[CH:30]=[CH:29][CH:28]=[CH:27][CH:26]=2)=[CH:5][CH:4]=1.CCN(C(C)C)C(C)C.[I-].[K+].[CH3:42][O:43][C:44](=[O:49])[CH2:45][CH2:46][CH2:47]Br>C1COCC1.O>[CH3:42][O:43][C:44](=[O:49])[CH2:45][CH2:46][CH2:47][N:21]1[CH2:22][CH2:23][CH2:24][CH:20]1[CH2:19][O:18][C:16]1[C:17]2[C:9]([C:6]3[CH:5]=[CH:4][C:3]([O:2][CH3:1])=[CH:8][CH:7]=3)=[C:10]([C:25]3[CH:30]=[CH:29][CH:28]=[CH:27][CH:26]=3)[O:11][C:12]=2[N:13]=[CH:14][N:15]=1 |f:2.3|. Procedure: Dissolve 100 mg (0.25 mmol) of (+/−)-5-(4-methoxyphenyl)-6-phenyl-4-(pyrrolidin-2-ylmethoxy)furo[2,3-d]-pyrimidine (Example 38A) in 2 ml of THF and successively add 65 μl (0.374 mmol) of DIEA, 4.1 mg (0.025 mmol) of potassium iodide and 45 mg (0.25 mmol) of 4-bromobutyric acid methyl ester. Heat the mixture under reflux for 1 h and then add to water with cooling. Extract three times with ethyl acetate and wash the combined organic phases twice with buffer solution (pH 7) and with saturated sodiu... Reactants: C(C=C)Br (allyl bromide), [In] (indium), C(C)OC(C(F)(F)F)O (trifluoroacetaldehyde ethyl hemiacetal). Solvent: O (water). Reaction conditions: time 16 hour. The product is FC(C(CC=C)O)(F)F (1,1,1-Trifluoro-pent-4-en-2-ol). RXN SMILES: [In].[CH2:2](Br)[CH:3]=[CH2:4].C(O[CH:9]([OH:14])[C:10]([F:13])([F:12])[F:11])C>O>[F:13][C:10]([F:11])([F:12])[CH:9]([OH:14])[CH2:4][CH:3]=[CH2:2]. Procedure details: To a suspension of indium powder (2.3 g, 20 mmol) in water is added allyl bromide (2.5 mL, 30 mmol) followed by trifluoroacetaldehyde ethyl hemiacetal (1.3 mL, 10 mmol). The reaction mixture is stirred for 16 h and then extracted with t-butyl methyl ether (50 mL). The organic layer is washed with water, brine, dried with Na2SO4 and concentrated to give the title compound as a colorless oil.